From a dataset of the Open Reaction Database (ORD), a public repository of structured organic reaction records. describe an organic reaction: reactants, conditions, products, and yield The reactants are Ice water, C1(=CC=CC=C1)C(OC1CCN(CC1)CCCO)C1=CC=CC=C1 (4-(diphenylmethoxy)-1-piperidinepropanol), ClC=1C=CC=2N(N1)C=C(N2)C2(CC2)C(=O)OC(C)C (isopropyl 1-(6-chloroimidazo[1,2-b]pyridazin-2-yl)cyclopropanecarboxylate), [H-].[Na+] (sodium hydride). Solvent: CN(C(C)=O)C (N,N-dimethylacetamide). Run at time 30 minute. The product is C1(=CC=CC=C1)C(OC1CCN(CC1)CCCOC=1C=CC=2N(N1)C=C(N2)C2(CC2)C(=O)O)C2=CC=CC=C2 (1-[6-[3-[4-(diphenylmethoxy)piperidino] propoxy]imidazo[1,2-b]pyridazin-2-yl]cyclopropanecarboxylic acid). The yield is 26.9%. RXN SMILES: [C:1]1([CH:7]([C:19]2[CH:24]=[CH:23][CH:22]=[CH:21][CH:20]=2)[O:8][CH:9]2[CH2:14][CH2:13][N:12]([CH2:15][CH2:16][CH2:17][OH:18])[CH2:11][CH2:10]2)[CH:6]=[CH:5][CH:4]=[CH:3][CH:2]=1.[H-].[Na+].Cl[C:28]1[CH:29]=[CH:30][C:31]2[N:32]([CH:34]=[C:35]([C:37]3([C:40]([O:42]C(C)C)=[O:41])[CH2:39][CH2:38]3)[N:36]=2)[N:33]=1>CN(C)C(=O)C>[C:19]1([CH:7]([C:1]2[CH:2]=[CH:3][CH:4]=[CH:5][CH:6]=2)[O:8][CH:9]2[CH2:14][CH2:13][N:12]([CH2:15][CH2:16][CH2:17][O:18][C:28]3[CH:29]=[CH:30][C:31]4[N:32]([CH:34]=[C:35]([C:37]5([C:40]([OH:42])=[O:41])[CH2:39][CH2:38]5)[N:36]=4)[N:33]=3)[CH2:11][CH2:10]2)[CH:24]=[CH:23][CH:22]=[CH:21][CH:20]=1 |f:1.2|. Procedure details: 1.14 g of 4-(diphenylmethoxy)-1-piperidinepropanol was dissolved in 15 ml of N,N-dimethylacetamide; 140 mg of a 60% dispersion of sodium hydride in mineral oil was added, followed by stirring at room temperature under reduced pressure for 30 minutes. To the reaction mixture, 980 mg of isopropyl 1-(6-chloroimidazo[1,2-b]pyridazin-2-yl)cyclopropanecarboxylate was added under ice cooling conditions, followed by stirring at constant temperature for 4 hours. Ice water was added, followed by saturatio... Starting materials: [Na] (sodium), C(C1=CC=CC=C1)(=S)S (dithiobenzoic acid), [K+].I[I-]I (iodine aqueous). Run in O1CCCC1 (tetrahydrofurane). Product: C(C1=CC=CC=C1)(=S)SSC(C1=CC=CC=C1)=S (dithiobenzoyl disulfide). Reaction SMILES: [Na].[C:2]([SH:10])(=[S:9])[C:3]1[CH:8]=[CH:7][CH:6]=[CH:5][CH:4]=1.[K+].I[I-]I>O1CCCC1>[C:2]([S:10][S:10][C:2](=[S:9])[C:3]1[CH:8]=[CH:7][CH:6]=[CH:5][CH:4]=1)(=[S:9])[C:3]1[CH:8]=[CH:7][CH:6]=[CH:5][CH:4]=1 |f:2.3,^1:0|. Reported procedure: 100 ml of a sodium salt solution of dithiobenzoic acid (0.15 mol) were added by drops to an 80 not iodine aqueous solution (0.1 mol) over 1 hour. After completing the reaction, the obtained product was dissolved in an organic solvent of tetrahydrofurane (THF) and washed with distillated water twice and dried over magnesium sulfate (MgSO4). The organic solvent was removed by vacuum evaporation. It was then recrystalized in ethanol to obtain dithiobenzoyl disulfide. Starting materials: ClCCCN1CCC(=CC1)C1=CC=CC=C1 (1-(3-chloropropyl)-4-phenyl-1,2,3,6-tetrahydropyridine), O (water), N1C=2C3=C(NS1(=O)=O)C=CC=C3C=CC2 (1H,3H-naphtho[1,8-cd]-1,2,6-thiadiazine 2,2-dioxide), [H-].[Na+] (sodium hydride). The solvent is CN(C=O)C (N,N-dimethylformamide), C(C)(=O)OCC (ethyl acetate), CN(C=O)C (N,N-dimethylformamide), CN(C=O)C (N,N-dimethylformamide). Reaction conditions: temperature 100 celsius, time 15 minute. Product: C1(=CC=CC=C1)C=1CCN(CC1)CCCN1C=2C3=C(N(S1(=O)=O)CCCN1CCC(=CC1)C1=CC=CC=C1)C=CC=C3C=CC2 (1,3-bis[3-(4-phenyl-1,2,3,6-tetrahydro-1-pyridyl)propyl]-1H,3H-naphtho[1,8-cd]-1,2,6-thiadiazine 2,2-dioxide). Yield: 19.4%. RXN SMILES: [NH:1]1[S:6](=[O:8])(=[O:7])[NH:5][C:4]2[CH:9]=[CH:10][CH:11]=[C:12]3[CH:13]=[CH:14][CH:15]=[C:2]1[C:3]=23.[H-].[Na+].Cl[CH2:19][CH2:20][CH2:21][N:22]1[CH2:27][CH:26]=[C:25]([C:28]2[CH:33]=[CH:32][CH:31]=[CH:30][CH:29]=2)[CH2:24][CH2:23]1.O>CN(C)C=O.C(OCC)(=O)C>[C:28]1([C:25]2[CH2:24][CH2:23][N:22]([CH2:21][CH2:20][CH2:19][N:1]3[S:6](=[O:8])(=[O:7])[N:5]([CH2:19][CH2:20][CH2:21][N:22]4[CH2:23][CH:24]=[C:25]([C:28]5[CH:33]=[CH:32][CH:31]=[CH:30][CH:29]=5)[CH2:26][CH2:27]4)[C:4]4[CH:9]=[CH:10][CH:11]=[C:12]5[CH:13]=[CH:14][CH:15]=[C:2]3[C:3]=45)[CH2:27][CH:26]=2)[CH:33]=[CH:32][CH:31]=[CH:30][CH:29]=1 |f:1.2|. Reported procedure: A solution of 1H,3H-naphtho[1,8-cd]-1,2,6-thiadiazine 2,2-dioxide (8.8 g) in dry N,N-dimethylformamide (20 cc) is added dropwise to a suspension of sodium hydride (1.2 g, 80% suspension in oil) in N,N-dimethylformamide (50 cc). After 15 minutes' stirring, a solution of 1-(3-chloropropyl)-4-phenyl-1,2,3,6-tetrahydropyridine (9.36 g) in N,N-dimethylformamide (50 cc) is added. The reaction mixture is heated to 100° C. for 1 hour and is then cooled and poured into a mixture of water (500 cc) and eth... Reactants: NC(C=1C=CC(=C(CN(CCC(=O)OC(C)(C)C)C)C1)F)=NO (tert-butyl N-{5-[amino(hydroxyimino)methyl]-2-fluorobenzyl}-N-methyl-beta-alaninate), COCC1=C(C=CC(=C1)C(=O)O)C1=C(C=CC=C1)C (2-(methoxymethyl)-2′-methyl biphenyl-4-carboxylic acid). The product is FC1=C(CN(CCC(=O)OC(C)(C)C)C)C=C(C=C1)C1=NOC(=N1)C1=CC(=C(C=C1)C1=C(C=CC=C1)C)COC (tert-butyl N-(2-fluoro-5-{5-[2-(methoxymethyl)-2′-methylbiphenyl-4-yl]-1,2,4-oxadiazol-3-yl}benzyl)-N-methyl-beta-alaninate). As a reaction SMILES: [NH2:1][C:2](=[N:22][OH:23])[C:3]1[CH:4]=[CH:5][C:6]([F:21])=[C:7]([CH:20]=1)[CH2:8][N:9]([CH3:19])[CH2:10][CH2:11][C:12]([O:14][C:15]([CH3:18])([CH3:17])[CH3:16])=[O:13].[CH3:24][O:25][CH2:26][C:27]1[CH:32]=[C:31]([C:33](O)=O)[CH:30]=[CH:29][C:28]=1[C:36]1[CH:41]=[CH:40][CH:39]=[CH:38][C:37]=1[CH3:42]>>[F:21][C:6]1[CH:5]=[CH:4][C:3]([C:2]2[N:1]=[C:33]([C:31]3[CH:30]=[CH:29][C:28]([C:36]4[CH:41]=[CH:40][CH:39]=[CH:38][C:37]=4[CH3:42])=[C:27]([CH2:26][O:25][CH3:24])[CH:32]=3)[O:23][N:22]=2)=[CH:20][C:7]=1[CH2:8][N:9]([CH3:19])[CH2:10][CH2:11][C:12]([O:14][C:15]([CH3:18])([CH3:17])[CH3:16])=[O:13]. Reported procedure: The title compound was prepared following procedure described for example 4, step 1, but starting from Intermediate 63 (268.44 mg; 0.83 mmol) and Intermediate 28 (192.22 mg; 0.75 mmol). The reaction mixture was filtered through a SPE NH2 column (2 g) and rinsed with ACN. After evaporation of the solvents, the crude product was purified by flash chromatography (c-hex/(DCM/EtOAc 1:1) gradient from 1:0 to 1:1), affording the title compound as a colorless oil. 1H NMR (CDCl3) δ 8.42 (d, J=1.4 Hz, 1H)...